Dataset: the Open Reaction Database (ORD), a public repository of structured organic reaction records. Task: describe an organic reaction: reactants, conditions, products, and yield The reactants are [Li]CCCC, CP(C)(=O)C1SCSCS1, CCOC(=O)C(=O)c1ccc(Oc2ccccc2)cc1, C1CCOC1. The product is CCOC(=O)C(=C1SCSCS1)c1ccc(Oc2ccccc2)cc1. As a reaction SMILES: [CH2:11]([Li:12])[CH2:13][CH2:14][CH3:15].[CH3:1][P:2]([CH3:3])(=[O:4])[CH:5]1[S:6][CH2:7][S:8][CH2:9][S:10]1.[O:16]([c:17]1[cH:18][cH:19][cH:20][cH:21][cH:22]1)[c:23]1[cH:24][cH:25][c:26]([C:29]([C:30](=[O:31])[O:32][CH2:33][CH3:34])=[O:35])[cH:27][cH:28]1.[O:36]1[CH2:37][CH2:38][CH2:39][CH2:40]1>>[C:5]1(=[C:29]([c:26]2[cH:25][cH:24][c:23]([O:16][c:17]3[cH:18][cH:19][cH:20][cH:21][cH:22]3)[cH:28][cH:27]2)[C:30](=[O:31])[O:32][CH2:33][CH3:34])[S:6][CH2:7][S:8][CH2:9][S:10]1. Starting materials: C(C)OC(C=C)=O (ethylacrylate), C(CCC)O (n-butanol), C(C)OC(C=C)=O.C(C)O (ethylacrylate ethanol). Reagents/catalysts: [C-]#N.[K+] (potassium cyanide), C1(O)=CC=C(O)C=C1 (hydroquinone). Run at time 4.5 hour. The product is C(C=C)(=O)OCCCC (n-butyl acrylate). Yield: 96.7%. Reaction SMILES: [CH2:1]([O:3][C:4](=[O:7])[CH:5]=[CH2:6])[CH3:2].[CH2:8](O)[CH2:9]CC.C(OC(=O)C=C)C.C(O)C>C1(C=CC(O)=CC=1)O.[C-]#N.[K+]>[C:4]([O:3][CH2:1][CH2:2][CH2:8][CH3:9])(=[O:7])[CH:5]=[CH2:6] |f:2.3,5.6|. Reported procedure: 500 g of ethylacrylate (5 mole), 92.5 g of n-butanol (1.25 mole) and 0.148 g of hydroquinone (250 ppm) are added to a 1 liter round-bottomed flask. By conducting air through by way of a 1 m vigreux column, the azeotrope is dehydrated. After cooling of the contents of the flask to 60° to 70° C., 6 g of potassium cyanide (1%) are added, and the ethylacrylate/ethanol-azeotrope is distilled-off at 77° C. at the head of the column. After 4 to 5 hours, the trans-esterification is completed. After cool... Reactants: COC(=O)C1(CCOCC1)C1=CC(=CC(=C1)F)OCC1=CC=C2C(=CC(=NC2=C1)Cl)Cl (4-[3-(2,4-Dichloro-quinolin-7-ylmethoxy)-5-fluoro-phenyl]-tetrahydro-pyran-4-carboxylic acid methyl ester), NN (hydrazine). Solvent: CCO (EtOH). Reaction conditions: temperature 60 celsius. Yields the product COC(=O)C1(CCOCC1)C1=CC(=CC(=C1)F)OCC1=CC=C2C(=CC(=NC2=C1)NN)Cl (4-[3-(4-Chloro-2-hydrazino-quinolin-7-ylmethoxy)-5-fluoro-phenyl]-tetrahydro-pyran-4-carboxylic acid methyl ester). RXN SMILES: [CH3:1][O:2][C:3]([C:5]1([C:11]2[CH:16]=[C:15]([F:17])[CH:14]=[C:13]([O:18][CH2:19][C:20]3[CH:29]=[C:28]4[C:23]([C:24]([Cl:31])=[CH:25][C:26](Cl)=[N:27]4)=[CH:22][CH:21]=3)[CH:12]=2)[CH2:10][CH2:9][O:8][CH2:7][CH2:6]1)=[O:4].[NH2:32][NH2:33]>CCO>[CH3:1][O:2][C:3]([C:5]1([C:11]2[CH:16]=[C:15]([F:17])[CH:14]=[C:13]([O:18][CH2:19][C:20]3[CH:29]=[C:28]4[C:23]([C:24]([Cl:31])=[CH:25][C:26]([NH:32][NH2:33])=[N:27]4)=[CH:22][CH:21]=3)[CH:12]=2)[CH2:10][CH2:9][O:8][CH2:7][CH2:6]1)=[O:4]. Procedure details: To 5b (1.7 g, 3.7 mmol) in EtOH (60 mL) was added hydrazine, anhydrous (10 mL), and the reaction was heated to 60° C. for 2 hours. After cooling to room temperature, the mixture was concentrated, and the residue was diluted with CH2Cl2 and water. The aqueous layer was extracted with CH2Cl2, and the combined organic layers were dried over MgSO4, filtered, and concentrated to give the desired product, 5c.